From a dataset of the Open Reaction Database (ORD), a public repository of structured organic reaction records. describe an organic reaction: reactants, conditions, products, and yield The reactants are CN(C(C(N1C=NC=C1)C1=CC2=C(N=C(S2)NCC(C(=O)OC(C)C)(C)C)C=C1)CC)C (isopropyl 3-((6-(2-(dimethylamino)-1-(1H-imidazol-1-yl)butyl)-benzo[d]thiazol-2-yl)amino)-2,2-dimethylpropanoate), O.[OH-].[Li+] (lithium hydroxide monohydrate). Run in O1CCOCC1 (dioxane), O (water). Yields the product CN(C(C(N1C=NC=C1)C1=CC2=C(N=C(S2)NCC(C(=O)O)(C)C)C=C1)CC)C (3-((6-(2-(Dimethylamino)-1-(1H-imidazol-1-yl)butyl)benzo[d]thiazol-2-yl)amino)-2,2-dimethylpropanoic acid). Reaction SMILES: [CH3:1][N:2]([CH3:32])[CH:3]([CH2:30][CH3:31])[CH:4]([C:10]1[CH:29]=[CH:28][C:13]2[N:14]=[C:15]([NH:17][CH2:18][C:19]([CH3:27])([CH3:26])[C:20]([O:22]C(C)C)=[O:21])[S:16][C:12]=2[CH:11]=1)[N:5]1[CH:9]=[CH:8][N:7]=[CH:6]1.O.[OH-].[Li+]>O1CCOCC1.O>[CH3:32][N:2]([CH3:1])[CH:3]([CH2:30][CH3:31])[CH:4]([C:10]1[CH:29]=[CH:28][C:13]2[N:14]=[C:15]([NH:17][CH2:18][C:19]([CH3:26])([CH3:27])[C:20]([OH:22])=[O:21])[S:16][C:12]=2[CH:11]=1)[N:5]1[CH:9]=[CH:8][N:7]=[CH:6]1 |f:1.2.3|. Procedure: A mixture isopropyl 3-((6-(2-(dimethylamino)-1-(1H-imidazol-1-yl)butyl)-benzo[d]thiazol-2-yl)amino)-2,2-dimethylpropanoate (30 mg, 0.065 mmol) in 300 μL dioxane and 300 μL water was treated with lithium hydroxide monohydrate (21.4 mg, 0.57 mmol) and heated at 100 for 1 hr. The mixture was concentrated in vacuo and the residue dissolved in about 2 mL of water. The solution was neutralized with 1N HCl then concentrated again in mew). The residue was purified by PTLC using two, 1 mm silica, plates ... The reactants are NC1=C(C=C(C=2C(C3=CC=CC=C3C(C12)=O)=O)NC1=C(C(=C(C(=C1C)S(=O)(=O)O)C)N)C)S(=O)(=O)O (1-Amino-4-(3'-amino-2',4',6'-trimethyl-5'-sulfoanilino)anthraquinone-2-sulfonic acid), N1=C(Cl)N=C(Cl)N=C1Cl (cyanuric chloride), 1-aminobenzene 3-β-sulfatoethylsulfone, NC1=CC=CC=C1 (aniline). Yields the product C1=CC=CC=2C(C3=CC=CC=C3C(C12)=O)=O (anthraquinone). Reaction SMILES: N[C:2]1[C:15]2[C:14](=[O:16])[C:13]3[C:8](=[CH:9][CH:10]=[CH:11][CH:12]=3)[C:7](=[O:17])[C:6]=2[C:5](NC2C(C)=C(S(O)(=O)=O)C(C)=C(N)C=2C)=[CH:4][C:3]=1S(O)(=O)=O.N1C(Cl)=NC(Cl)=NC=1Cl.NC1C=CC=CC=1>>[CH:9]1[C:8]2[C:7](=[O:17])[C:6]3[C:15](=[CH:2][CH:3]=[CH:4][CH:5]=3)[C:14](=[O:16])[C:13]=2[CH:12]=[CH:11][CH:10]=1. Procedure: 1-Amino-4-(3'-amino-2',4',6'-trimethyl-5'-sulfoanilino)anthraquinone-2-sulfonic acid (23.7 parts), cyanuric chloride (9.3 parts) and 1-aminobenzene-3-β-sulfatoethylsulfone (14.1 parts) were subjected to condensation in an aqueous medium one after another in a usual manner. Successively, the resulting condensate was further subjected to condensation with aniline (4.7 parts) at 60° to 70° C. under a weak acid condition. Thereafter, the reaction mixture was salted-out to separate crystals, thereby ... Yields the product C(C)N(CCN1C(C2=C(CCCC1)NC(=C2C)C=O)=O)CC (5-(2-diethylamino-ethyl)-3-methyl-4-oxo-4,5,6,7,8,9-hexahydro-1H-1,5-diaza-cyclopentacyclooctene-2-carbaldehyde). Run in C1(=CC=CC=C1)C (toluene), C1(=CC=CC=C1)C (toluene). Reactants: C(C)OC(=O)C=1C(=C(NC1CCCCN(CC)CC)C(=O)OC(C)(C)C)C (5-(4-diethylamino-butyl)-3-methyl-1H-pyrrole-2,4-dicarboxylic acid 2-tert-butyl ester 4-ethyl ester), C[Al](C)C (Trimethyl aluminum), C[Al](C)C (trimethyl aluminum). The yield is 47.9%. RXN SMILES: C[Al](C)C.C(O[C:8]([C:10]1[C:11]([CH3:31])=[C:12]([C:24]([O:26]C(C)(C)C)=O)[NH:13][C:14]=1[CH2:15][CH2:16][CH2:17][CH2:18][N:19]([CH2:22][CH3:23])CC)=[O:9])C>C1(C)C=CC=CC=1>[CH2:12]([N:13]([CH2:14][CH3:10])[CH2:23][CH2:22][N:19]1[CH2:18][CH2:17][CH2:16][CH2:15][C:14]2[NH:13][C:12]([CH:24]=[O:26])=[C:11]([CH3:31])[C:10]=2[C:8]1=[O:9])[CH3:11]. Reported procedure: Trimethyl aluminum (489 μl, 2 mol/L) was dissolved in 3 ml of toluene under stirring, and added with the solution of 5-(4-diethylamino-butyl)-3-methyl-1H-pyrrole-2,4-dicarboxylic acid 2-tert-butyl ester 4-ethyl ester 60d (345 mg, 0.82 mmol) in 6 ml of toluene to the above solution at room temperature. Upon completion of the addition, the reaction mixture was stirred for 30 minutes at room temperature, heated to reflux for 2 hours in an oil bath, added with another trimethyl aluminum (900 μl, 2 m... Reactants: COC(CCC#N)OC (3-cyanopropionaldehyde dimethylacetal), COC=1C=C(C=O)C=C(C1OC)OC (3,4,5-trimethoxybenzaldehyde), C(C)(C)[N-]C(C)C.[Li+] (Lithium diisopropylamide), [Cl-].[NH4+] (ammonium chloride). Run in C1CCOC1 (THF), C1CCOC1 (THF), C1CCOC1 (THF). Run at time 30 minute. The product is COC1=C2C=CC(=CC2=CC(=C1OC)OC)C#N (5,6,7-trimethoxynaphthalene-2-carbonitrile). As a reaction SMILES: C([N-]C(C)C)(C)C.[Li+].CO[CH:11](OC)[CH2:12][CH2:13][C:14]#[N:15].[CH3:18][O:19][C:20]1[CH:21]=[C:22]([CH:25]=[C:26]([O:30][CH3:31])[C:27]=1[O:28][CH3:29])[CH:23]=O.[Cl-].[NH4+]>C1COCC1>[CH3:18][O:19][C:20]1[C:27]([O:28][CH3:29])=[C:26]([O:30][CH3:31])[CH:25]=[C:22]2[C:21]=1[CH:11]=[CH:12][C:13]([C:14]#[N:15])=[CH:23]2 |f:0.1,4.5|. Reported procedure: 2.0 M Lithium diisopropylamide (2.55 mL) was added dropwise to dry THF (5 mL) at −78° C. under an argon atmosphere, and the mixture was stirred for 30 minutes. A solution of 3-cyanopropionaldehyde dimethylacetal (672 mg) in dry THF (5 mL) was then added dropwise to the mixture, and the resulting mixture was stirred at −78° C. for 1 hour. A solution of 3,4,5-trimethoxybenzaldehyde (1.0 g) in dry THF (5 mL) was then added dropwise to the reaction mixture. After stirring at room temperature for 1 h... The reactants are C(CCCCCCCCC)OC1=CC=C(C(=O)Cl)C=C1 (4-Decyloxybenzoyl chloride), C(C1=CC=CC=C1)OC1=CC=C(C=C1)O (4-Benzyloxyphenol), C1(=CC=CC=C1)C (toluene), C(Cl)Cl (methylene chloride). The solvent is CCOCC (ether), C(C)N(CC)CC (triethylamine). Product: C(CCCCCCCCC)OC1=CC=C(C(=O)OC2=CC=C(C=C2)OCC2=CC=CC=C2)C=C1 (4-benzyloxyphenyl 4-decyloxybenzoate). Yield: 95.3%. Reaction SMILES: [CH2:1]([O:8][C:9]1[CH:14]=[CH:13][C:12]([OH:15])=[CH:11][CH:10]=1)[C:2]1[CH:7]=[CH:6][CH:5]=[CH:4][CH:3]=1.[CH2:16]([O:26][C:27]1[CH:35]=[CH:34][C:30]([C:31](Cl)=[O:32])=[CH:29][CH:28]=1)[CH2:17][CH2:18][CH2:19][CH2:20][CH2:21][CH2:22][CH2:23][CH2:24][CH3:25].C1(C)C=CC=CC=1.C(Cl)Cl>CCOCC.C(N(CC)CC)C>[CH2:16]([O:26][C:27]1[CH:35]=[CH:34][C:30]([C:31]([O:15][C:12]2[CH:11]=[CH:10][C:9]([O:8][CH2:1][C:2]3[CH:3]=[CH:4][CH:5]=[CH:6][CH:7]=3)=[CH:14][CH:13]=2)=[O:32])=[CH:29][CH:28]=1)[CH2:17][CH2:18][CH2:19][CH2:20][CH2:21][CH2:22][CH2:23][CH2:24][CH3:25]. Reported procedure: 4-Benzyloxyphenol (20.0 g. 100 mmol) was dissolved in 200 mL dry ether and 10 mL triethylamine. 4-Decyloxybenzoyl chloride (30.0 g, 100 mmol) was added dropwise with stirring at room temperature under nitrogen. After 1 day of stirring at room temperature under nitrogen atmosphere, 200 mL toluene and 200 mL methylene chloride were added to the reaction mixture. The reaction mixture was then filtered and the filtrate washed twice with 0.5N HCl, once with water, and dried over anhydrous magnesium s... As a reaction SMILES: [CH2:18]([c:19]1[cH:20][cH:21][cH:22][cH:23][cH:24]1)[O:25][c:26]1[cH:27][c:28]([Cl:34])[c:29]([OH:33])[c:30]([Cl:32])[cH:31]1.[F:1][C:2]([c:3]1[cH:4][cH:5][c:6]([C:7](=[O:8])[NH:9][CH2:10][CH2:11][CH2:12][OH:13])[cH:14][cH:15]1)([F:16])[F:17].[O:54]=[C:55]([O:56][CH:57]([CH3:58])[CH3:59])[N:60]=[N:61][C:62]([O:63][CH:64]([CH3:65])[CH3:66])=[O:67].[O:68]1[CH2:69][CH2:70][CH2:71][CH2:72]1.[c:35]1([P:36]([c:37]2[cH:38][cH:39][cH:40][cH:41][cH:42]2)[c:43]2[cH:44][cH:45][cH:46][cH:47][cH:48]2)[cH:49][cH:50][cH:51][cH:52][cH:53]1>>[F:1][C:2]([c:3]1[cH:4][cH:5][c:6]([C:7](=[O:8])[NH:9][CH2:10][CH2:11][CH2:12][O:13][c:29]2[c:28]([Cl:34])[cH:27][c:26]([O:25][CH2:18][c:19]3[cH:20][cH:21][cH:22][cH:23][cH:24]3)[cH:31][c:30]2[Cl:32])[cH:14][cH:15]1)([F:16])[F:17]. The product is O=C(NCCCOc1c(Cl)cc(OCc2ccccc2)cc1Cl)c1ccc(C(F)(F)F)cc1. Reactants: Oc1c(Cl)cc(OCc2ccccc2)cc1Cl, O=C(NCCCO)c1ccc(C(F)(F)F)cc1, CC(C)OC(=O)N=NC(=O)OC(C)C, C1CCOC1, c1ccc(P(c2ccccc2)c2ccccc2)cc1. The reactants are C1CCOC1, CCO, CCOC(C)=O, C=COCCONC(=O)c1cn(C)c(=O)cc1Nc1ccc(Br)cc1F, Cl, [Na+], [OH-]. Product: Cn1cc(C(=O)NOCCO)c(Nc2ccc(Br)cc2F)cc1=O. RXN SMILES: [CH2:39]1[O:40][CH2:41][CH2:42][CH2:43]1.[CH3:28][CH2:29][OH:30].[CH3:33][CH2:34][O:35][C:36]([CH3:37])=[O:38].[CH:2](=[CH2:3])[O:4][CH2:5][CH2:6][O:7][NH:8][C:9](=[O:10])[c:11]1[cH:12][n:13]([CH3:27])[c:14](=[O:26])[cH:15][c:16]1[NH:17][c:18]1[c:19]([F:25])[cH:20][c:21]([Br:24])[cH:22][cH:23]1.[ClH:1].[Na+:32].[OH-:31]>>[OH:4][CH2:5][CH2:6][O:7][NH:8][C:9](=[O:10])[c:11]1[cH:12][n:13]([CH3:27])[c:14](=[O:26])[cH:15][c:16]1[NH:17][c:18]1[c:19]([F:25])[cH:20][c:21]([Br:24])[cH:22][cH:23]1. Starting materials: BrC=1C=C(C=CC1)OC (3-bromoanisole), Cl (HCl), [Al+3].[Cl-].[Cl-].[Cl-] (AlCl3), FC1=CC=C(C(=O)Cl)C=C1 (4-fluorobenzoyl chloride). Run in ClCCCl (1,2-dichloroethane), ClCCCl (1,2-dichloroethane). Conditions: time 15 minute. Yields the product BrC1=CC(=C(C=C1)C(=O)C1=CC=C(C=C1)F)OC ((4-Bromo-2-methoxyphenyl)(4-fluorophenyl)methanone). Isolated yield 18.3%. RXN SMILES: [Al+3].[Cl-].[Cl-].[Cl-].[F:5][C:6]1[CH:14]=[CH:13][C:9]([C:10](Cl)=[O:11])=[CH:8][CH:7]=1.[Br:15][C:16]1[CH:17]=[C:18]([O:22][CH3:23])[CH:19]=[CH:20][CH:21]=1.Cl>ClCCCl>[Br:15][C:16]1[CH:21]=[CH:20][C:19]([C:10]([C:9]2[CH:13]=[CH:14][C:6]([F:5])=[CH:7][CH:8]=2)=[O:11])=[C:18]([O:22][CH3:23])[CH:17]=1 |f:0.1.2.3|. Procedure: To a suspension of AlCl3 (14.7 g, 110 mmol) in 250 mL of 1,2-dichloroethane was added 4-fluorobenzoyl chloride (11.8 mL, 100 mmol) at rt. The resulting mixture was stirred at rt for 15 min. and 3-bromoanisole (16.8 g, 90.0 mmol) in 20 mL of 1,2-dichloroethane was added. After 1 h at rt, the brown solution was poured into ice. 2N HCl was added to the aqueous layer followed by an extraction with CH2Cl2. The combined organics were dried (MgSO4), filtered and concentrated. The residue was subjected ...